This data is from the Open Reaction Database (ORD), a public repository of structured organic reaction records. The task is: describe an organic reaction: reactants, conditions, products, and yield The reactants are ClC1=C(C(=O)C2=CC(=C(C(=C2)C(C)(C)C)O)C(C)(C)C)C=CC(=N1)C (4-(2-chloro-6-methylnicotinoyl)-2,6-di-tertiary butylphenol), CNN (methylhydrazine). The product is C(C)(C)(C)C=1C=C(C=C(C1O)C(C)(C)C)C1=NN(C2=NC(=CC=C21)C)C (3-(3,5-di-tertiary butyl-4-hydroxyphenvl)-1,6-dimethyl-1H-pyrazolo[3,4-b]pyridine). Yield: 91.0%. As a reaction SMILES: Cl[C:2]1[N:24]=[C:23]([CH3:25])[CH:22]=[CH:21][C:3]=1[C:4]([C:6]1[CH:11]=[C:10]([C:12]([CH3:15])([CH3:14])[CH3:13])[C:9]([OH:16])=[C:8]([C:17]([CH3:20])([CH3:19])[CH3:18])[CH:7]=1)=O.[CH3:26][NH:27][NH2:28]>>[C:12]([C:10]1[CH:11]=[C:6]([C:4]2[C:3]3[C:2](=[N:24][C:23]([CH3:25])=[CH:22][CH:21]=3)[N:27]([CH3:26])[N:28]=2)[CH:7]=[C:8]([C:17]([CH3:20])([CH3:19])[CH3:18])[C:9]=1[OH:16])([CH3:13])([CH3:15])[CH3:14]. Procedure details: A mixture of 1.8 g of 4-(2-chloro-6-methylnicotinoyl)-2,6-di-tertiary butylphenol and 0.7 g of methylhydrazine is reacted in a similar manner as Example 1 and the resulting product is recrystallized from ethanol to give 1.6 g of 3-(3,5-di-tertiary butyl-4-hydroxyphenvl)-1,6-dimethyl-1H-pyrazolo[3,4-b]pyridine as white crystals, melting at 178°-181° C.